From a dataset of the Open Reaction Database (ORD), a public repository of structured organic reaction records. describe an organic reaction: reactants, conditions, products, and yield Starting materials: [Al+3], CC(C)C#N, CSc1ccc(N2CCOCC2)c(N)c1, [Cl-], [Cl-], [Cl-]. Yields the product CSc1ccc(N2CCOCC2)c(NC(=N)C(C)C)c1. Reaction SMILES: [Al+3:22].[C:16]([CH:17]([CH3:18])[CH3:19])#[N:20].[CH3:1][S:2][c:3]1[cH:4][cH:5][c:6]([N:10]2[CH2:11][CH2:12][O:13][CH2:14][CH2:15]2)[c:7]([NH2:8])[cH:9]1.[Cl-:21].[Cl-:23].[Cl-:24]>>[CH3:1][S:2][c:3]1[cH:4][cH:5][c:6]([N:10]2[CH2:11][CH2:12][O:13][CH2:14][CH2:15]2)[c:7]([NH:8][C:16]([CH:17]([CH3:18])[CH3:19])=[NH:20])[cH:9]1. The reactants are CC(=O)C1CCC2C3CCC4CC5OC5CC4(C)C3C(=O)CC12C, O, O=[N+]([O-])O. The product is CC(=O)C1CCC2C3CCC4CC(O)C(O[N+](=O)[O-])CC4(C)C3C(=O)CC12C. Reaction SMILES: [O:1]1[CH:2]2[CH:3]1[CH2:4][CH:5]1[CH2:6][CH2:7][CH:8]3[CH:9]4[CH2:10][CH2:11][CH:12]([C:13]([CH3:14])=[O:15])[C:16]4([CH3:24])[CH2:17][C:18](=[O:23])[CH:19]3[C:20]1([CH3:22])[CH2:21]2.[OH2:29].[OH:25][N+:26]([O-:27])=[O:28]>>[OH:1][CH:3]1[CH:2]([O:27][N+:26]([O-:25])=[O:28])[CH2:21][C:20]2([CH3:22])[CH:5]([CH2:4]1)[CH2:6][CH2:7][CH:8]1[CH:9]3[CH2:10][CH2:11][CH:12]([C:13]([CH3:14])=[O:15])[C:16]3([CH3:24])[CH2:17][C:18](=[O:23])[CH:19]12. Reaction conditions: time 8 hour. The solvent is CS(=O)C (DMSO). Product: BrC1=CC=C(OC=2C(=NC=CC2)C#N)C=C1 (3-(4-bromophenoxy)picolinonitrile). As a reaction SMILES: Cl[C:2]1[C:3]([C:8]#[N:9])=[N:4][CH:5]=[CH:6][CH:7]=1.[Br:10][C:11]1[CH:16]=[CH:15][C:14]([OH:17])=[CH:13][CH:12]=1.C(=O)([O-])[O-].[Cs+].[Cs+].O>CS(C)=O>[Br:10][C:11]1[CH:16]=[CH:15][C:14]([O:17][C:2]2[C:3]([C:8]#[N:9])=[N:4][CH:5]=[CH:6][CH:7]=2)=[CH:13][CH:12]=1 |f:2.3.4|. Procedure: A RBF was charged with 3-chloro-2-cyanopyridine (40 g, 289 mmol), 4-bromophenol (49.9 g, 289 mmol) and cesium carbonate (113 g, 346 mmol). The reactants were suspended in 50 mL of DMSO and allowed to stir at 85 C overnight. The reaction was cooled to RT and to it was added 600 mL of water. The reaction was filtered and the solid washed with water, air dried to provide 3-(4-bromophenoxy)picolinonitrile as a tan solid. Step 2: A mixture of 3-(4-bromophenoxy)picolinonitrile (57 g, 207 mmol) and 300... Reactants: ClC=1C(=NC=CC1)C#N (3-chloro-2-cyanopyridine), BrC1=CC=C(C=C1)O (4-bromophenol), C([O-])([O-])=O.[Cs+].[Cs+] (cesium carbonate), O (water). The reactants are CCc1c(OC)cc(OC)c2c1C(=O)NS2(=O)=O, CI, [Li]C(C)CC, C1CCOC1. The product is CCc1c(OC)c(C)c(OC)c2c1C(=O)NS2(=O)=O. Reaction SMILES: [CH2:6]([CH3:7])[c:8]1[c:9]2[c:15]([c:16]([O:21][CH3:22])[cH:17][c:18]1[O:19][CH3:20])[S:12](=[O:13])(=[O:14])[NH:11][C:10]2=[O:23].[CH3:24][I:25].[CH:1]([Li:2])([CH2:3][CH3:4])[CH3:5].[O:26]1[CH2:27][CH2:28][CH2:29][CH2:30]1>>[CH3:1][c:17]1[c:16]([O:21][CH3:22])[c:15]2[c:9]([c:8]([CH2:6][CH3:7])[c:18]1[O:19][CH3:20])[C:10](=[O:23])[NH:11][S:12]2(=[O:13])=[O:14]. Procedure: To an ice-cooled solution of {6-[(2R,6S)-2,6-dimethylmorpholin-4-yl]-7-fluoro-3-methyl-1,2-benzothiazol-5-yl}methanol (Intermediate 157, 0.18 g, 0.6 mmol) in DCM/CH3CN mixture (3 mL, 1:1 v/v) was added NMO (0.12 g, 0.7 mmol) followed TPAP (0.04, 0.2 mmol) and mixture stirred for 2 h at room temperature. The reaction mixture filtered through silica gel bed and washed with EtOAc. The organic phase concentrated under reduced pressure to give title compound as a yellow crystalline solid. Yield: 0.12... Reagents/catalysts: CCC[N+](CCC)(CCC)CCC.[O-][Ru](=O)(=O)=O (TPAP). Reaction SMILES: [CH3:1][C@H:2]1[O:7][C@@H:6]([CH3:8])[CH2:5][N:4]([C:9]2[C:18]([CH2:19][OH:20])=[CH:17][C:12]3[C:13]([CH3:16])=[N:14][S:15][C:11]=3[C:10]=2[F:21])[CH2:3]1.C[N+]1([O-])CCOCC1>C(Cl)Cl.CC#N.CCC[N+](CCC)(CCC)CCC.[O-][Ru](=O)(=O)=O>[CH3:1][C@H:2]1[O:7][C@@H:6]([CH3:8])[CH2:5][N:4]([C:9]2[C:18]([CH:19]=[O:20])=[CH:17][C:12]3[C:13]([CH3:16])=[N:14][S:15][C:11]=3[C:10]=2[F:21])[CH2:3]1 |f:2.3,4.5|. Starting materials: C[N+]1(CCOCC1)[O-] (NMO), ice, C[C@@H]1CN(C[C@@H](O1)C)C1=C(C2=C(C(=NS2)C)C=C1CO)F ({6-[(2R,6S)-2,6-dimethylmorpholin-4-yl]-7-fluoro-3-methyl-1,2-benzothiazol-5-yl}methanol), C[C@@H]1CN(C[C@@H](O1)C)C1=C(C2=C(C(=NS2)C)C=C1CO)F ({6-[(2R,6S)-2,6-dimethylmorpholin-4-yl]-7-fluoro-3-methyl-1,2-benzothiazol-5-yl}methanol). Reaction conditions: time 2 hour. Solvent: C(Cl)Cl.CC#N (DCM CH3CN). Product: C[C@@H]1CN(C[C@@H](O1)C)C1=C(C2=C(C(=NS2)C)C=C1C=O)F (6-[(2R,6S)-2,6-dimethylmorpholin-4-yl]-7-fluoro-3-methyl-1,2-benzothiazole-5-carbaldehyde). The reactants are C(=O)[O-].[NH4+] (Ammonium formate), COC=1C=C(C(=O)C2=CC=NC=C2)C=CC1 (4-(3-methoxybenzoyl)pyridine). Reagents/catalysts: [Pd] (palladium on charcoal). The solvent is C(C)(=O)O (acetic acid), C(Cl)Cl (methylene chloride). Product: COC=1C=C(CC2=CC=NC=C2)C=CC1 (4-(3-methoxybenzyl)pyridine). Isolated yield 98.8%. RXN SMILES: C([O-])=O.[NH4+].[CH3:5][O:6][C:7]1[CH:8]=[C:9]([CH:18]=[CH:19][CH:20]=1)[C:10]([C:12]1[CH:17]=[CH:16][N:15]=[CH:14][CH:13]=1)=O>[Pd].C(O)(=O)C.C(Cl)Cl>[CH3:5][O:6][C:7]1[CH:8]=[C:9]([CH:18]=[CH:19][CH:20]=1)[CH2:10][C:12]1[CH:17]=[CH:16][N:15]=[CH:14][CH:13]=1 |f:0.1|. Reported procedure: Ammonium formate (25 g) was added to a mixture of 4-(3-methoxybenzoyl)pyridine (27 g, 127 mmol) and 10% palladium on charcoal (7 g) in acetic acid (250 ml). The mixture was heated at reflux for 0.5 hr. The mixture was cooled and diluted with an equal volume of methylene chloride. The catalyst was removed and the solution concentrated in vacuo. The residue was dissolved in water and basified with sodium hydroxide. The mixture was extracted with ether. The extracts were dried and concentrated in v...